This data is from the Open Reaction Database (ORD), a public repository of structured organic reaction records. The task is: describe an organic reaction: reactants, conditions, products, and yield Reactants: OB(O)c1ccc(Br)cc1, FC(F)(F)c1c[nH]c(-c2ccccc2Cl)n1, ClCCl, O=O. Yields the product FC(F)(F)c1cn(-c2ccc(Br)cc2)c(-c2ccccc2Cl)n1. RXN SMILES: [Br:17][c:18]1[cH:19][cH:20][c:21]([B:24]([OH:25])[OH:26])[cH:22][cH:23]1.[Cl:1][c:2]1[c:3](-[c:8]2[nH:9][cH:10][c:11]([C:13]([F:14])([F:15])[F:16])[n:12]2)[cH:4][cH:5][cH:6][cH:7]1.[Cl:29][CH2:30][Cl:31].[O:27]=[O:28]>>[Cl:1][c:2]1[c:3](-[c:8]2[n:9](-[c:21]3[cH:20][cH:19][c:18]([Br:17])[cH:23][cH:22]3)[cH:10][c:11]([C:13]([F:14])([F:15])[F:16])[n:12]2)[cH:4][cH:5][cH:6][cH:7]1. The reactants are Cl.O(C)N (Methoxylamine hydrochloride), N1=CC=CC=C1 (pyridine), C(OC1=CC=C(C=C1)[N+](=O)[O-])(=O)Cl (4-nitrophenyl chlorocarbonate). Solvent: ClCCl (dichloromethane), ClCCl (dichloromethane), ClCCl (dichloromethane). Product: CONC(OC1=CC=C(C=C1)[N+](=O)[O-])=O (4-nitrophenyl methoxycarbamate). Yield: 36.1%. As a reaction SMILES: Cl.[O:2]([NH2:4])[CH3:3].N1C=CC=CC=1.[C:11](Cl)(=[O:22])[O:12][C:13]1[CH:18]=[CH:17][C:16]([N+:19]([O-:21])=[O:20])=[CH:15][CH:14]=1>ClCCl>[CH3:3][O:2][NH:4][C:11](=[O:22])[O:12][C:13]1[CH:14]=[CH:15][C:16]([N+:19]([O-:21])=[O:20])=[CH:17][CH:18]=1 |f:0.1|. Procedure: Methoxylamine hydrochloride (1.00 g, 12.0 mmol) was suspended in a mixture of dry pyridine (0.97 mL, 12.0 mmol) and dichloromethane (24 mL), and a solution of 4-nitrophenyl chlorocarbonate (2.41 g, 12.0 mmol) in dichloromethane (12 mL) was added over 30 min with stirring. The resulting heavy white suspension was warmed to reflux, refluxed for 6 h, and cooled to room temperature. The suspension was diluted with dichloromethane and washed with 1M HCl, keeping the emulsion with the aqueous layer, a... Reactants: CN1N=NN=C1SCC=1CS[C@H]2N(C1C(=O)O)C(C2N)=O (3-(1-methyl-1H-tetrazol-5-yl)thiomethyl-7-amino-3-cephem-4-carboxylic acid), C[Si](C)(C)C(C(=O)N)[Si](C)(C)C (bis(trimethylsilyl)acetamide), P(=O)(Cl)(Cl)Cl (phosphorus oxychloride), OC(C(=O)O)C=1N=C(SC1)NC=O (2-hydroxy-2-(2-formylamino-1,3-thiazol-4-yl)acetic acid), OC(C(=O)O)C=1NC(SC1)=NC=O (2-hydroxy-2-(2-formylimino-2,3-dihydro-1,3-thiazol-4-yl)acetic acid). The solvent is C(Cl)Cl (methylene chloride), CN(C=O)C (dimethylformamide). Reaction conditions: temperature -20 celsius, time 2 hour. The product is CN1N=NN=C1SCC=1CS[C@H]2N(C1C(=O)O)C(C2NC(C(C=2N=C(SC2)NC=O)O)=O)=O (3-(1-methyl-1H-tetrazol-5-yl)thiomethyl-7-[2-hydroxy-2-(2-formylamino-1,3-thiazol-4-yl)acetamido]-3-cephem-4-carboxylic acid). RXN SMILES: P(Cl)(Cl)(Cl)=O.[OH:6][CH:7]([C:11]1[N:12]=[C:13]([NH:16][CH:17]=[O:18])[S:14][CH:15]=1)[C:8]([OH:10])=O.[CH3:19][N:20]1[C:24]([S:25][CH2:26][C:27]2[CH2:28][S:29][C@@H:30]3[CH:37]([NH2:38])[C:36](=[O:39])[N:31]3[C:32]=2[C:33]([OH:35])=[O:34])=[N:23][N:22]=[N:21]1.C[Si](C([Si](C)(C)C)C(N)=O)(C)C>C(Cl)Cl.CN(C)C=O>[CH3:19][N:20]1[C:24]([S:25][CH2:26][C:27]2[CH2:28][S:29][C@@H:30]3[CH:37]([NH:38][C:8](=[O:10])[CH:7]([OH:6])[C:11]4[N:12]=[C:13]([NH:16][CH:17]=[O:18])[S:14][CH:15]=4)[C:36](=[O:39])[N:31]3[C:32]=2[C:33]([OH:35])=[O:34])=[N:23][N:22]=[N:21]1. Reported procedure: To dimethylformamide (5 ml.) was dropwise added phosphorus oxychloride (0.794 g.) under stirring and ice-cooling, and the mixture was stirred for 30 minutes at 40° C., and then cooled to -20° C. To the mixture was gradually added 2-hydroxy-2-(2-formylamino-1,3-thiazol-4-yl)acetic acid, which can be represented as 2-hydroxy-2-(2-formylimino-2,3-dihydro-1,3-thiazol-4-yl)acetic acid, (0.505 g.) at -20° C., and the mixture was stirred for 45 minutes at -12° to -10° C. Thus obtained mixture was added... The reactants are C(C)OC(CCCOC1=C(C=CC=C1)CC=1NC=CN1)=O (4-[2-(1-imidazolylmethyl)phenoxy]butyric acid ethyl ester). The solvent is O (water). Yields the product N1C(=NC=C1)CC1=C(OCCCC(=O)O)C=CC=C1 (4-[2-(1-imidazolylmethyl)phenoxy]butyric acid). Reaction SMILES: C([O:3][C:4](=[O:21])[CH2:5][CH2:6][CH2:7][O:8][C:9]1[CH:14]=[CH:13][CH:12]=[CH:11][C:10]=1[CH2:15][C:16]1[NH:17][CH:18]=[CH:19][N:20]=1)C>O>[NH:17]1[CH:18]=[CH:19][N:20]=[C:16]1[CH2:15][C:10]1[CH:11]=[CH:12][CH:13]=[CH:14][C:9]=1[O:8][CH2:7][CH2:6][CH2:5][C:4]([OH:21])=[O:3]. Procedure details: Hydrolysis of 4-[2-(1-imidazolylmethyl)phenoxy]butyric acid ethyl ester by the method of Example 14 gave 4-[2-(1-imidazolylmethyl)phenoxy]butyric acid, m.p. 150°-152° C. (from water). Found: C, 64.27, H, 6.29, N, 10.71. C14H16N2O3 requires: C, 64.59, H, 6.19, N, 10.76%.